This data is from the Open Reaction Database (ORD), a public repository of structured organic reaction records. The task is: describe an organic reaction: reactants, conditions, products, and yield Reactants: C, NCc1ccc(OCc2ccccc2)cc1, C1CCOC1, [H][H], [Pd]. The product is NCc1ccc(O)cc1. RXN SMILES: [C:19].[CH2:1]([c:2]1[cH:3][cH:4][cH:5][cH:6][cH:7]1)[O:8][c:9]1[cH:10][cH:11][c:12]([CH2:13][NH2:14])[cH:15][cH:16]1.[CH2:21]1[O:22][CH2:23][CH2:24][CH2:25]1.[H:17][H:18].[Pd:20]>>[OH:8][c:9]1[cH:10][cH:11][c:12]([CH2:13][NH2:14])[cH:15][cH:16]1. Reactants: FC1=C(OC2=C(C=C(C=C2)C=O)NC(=O)NC=2SC=CN2)C(=CC=C1)OC (1-[2-(2-fluoro-6-methoxy-phenoxy)-5-formyl-phenyl]-3-thiazol-2-yl-urea), N1CCOCC1 (morpholine). Product: FC1=C(OC2=C(C=C(C=C2)CN2CCOCC2)NC(=O)NC=2SC=CN2)C(=CC=C1)OC (1-[2-(2-Fluoro-6-methoxy-phenoxy)-5-morpholin-4-ylmethyl-phenyl]-3-thiazol-2-yl-urea). Isolated yield 78.0%. As a reaction SMILES: [F:1][C:2]1[CH:25]=[CH:24][CH:23]=[C:22]([O:26][CH3:27])[C:3]=1[O:4][C:5]1[CH:10]=[CH:9][C:8]([CH:11]=O)=[CH:7][C:6]=1[NH:13][C:14]([NH:16][C:17]1[S:18][CH:19]=[CH:20][N:21]=1)=[O:15].[NH:28]1[CH2:33][CH2:32][O:31][CH2:30][CH2:29]1>>[F:1][C:2]1[CH:25]=[CH:24][CH:23]=[C:22]([O:26][CH3:27])[C:3]=1[O:4][C:5]1[CH:10]=[CH:9][C:8]([CH2:11][N:28]2[CH2:33][CH2:32][O:31][CH2:30][CH2:29]2)=[CH:7][C:6]=1[NH:13][C:14]([NH:16][C:17]1[S:18][CH:19]=[CH:20][N:21]=1)=[O:15]. Procedure: 1-[2-(2-Fluoro-6-methoxy-phenoxy)-5-morpholin-4-ylmethyl-phenyl]-3-thiazol-2-yl-urea (35 mg, 78%) was prepared from 1-[2-(2-fluoro-6-methoxy-phenoxy)-5-formyl-phenyl]-3-thiazol-2-yl-urea (39 mg, 0.1 mmol) and morpholine following the general procedure Q. Product: FCC=1N(C(=NN1)SCC(=O)O)C1=CC=C(C=2CCCCC12)C (2-(5-(fluoromethyl)-4-(4-methyl-5,6,7,8-tetrahydronaphthalen-1-yl)-4H-1,2,4-triazol-3-ylthio)acetic acid). RXN SMILES: [OH-].[Li+].[F:3][CH2:4][C:5]1[N:6]([C:17]2[C:26]3[CH2:25][CH2:24][CH2:23][CH2:22][C:21]=3[C:20]([CH3:27])=[CH:19][CH:18]=2)[C:7]([S:10][CH2:11][C:12]([O:14]CC)=[O:13])=[N:8][N:9]=1>C1COCC1.O>[F:3][CH2:4][C:5]1[N:6]([C:17]2[C:26]3[CH2:25][CH2:24][CH2:23][CH2:22][C:21]=3[C:20]([CH3:27])=[CH:19][CH:18]=2)[C:7]([S:10][CH2:11][C:12]([OH:14])=[O:13])=[N:8][N:9]=1 |f:0.1,3.4|. Procedure: Lithium hydroxide solution (1M aqueous, 0.59 mL, 0.59 mmol) is added to a solution of ethyl 2-(5-(fluoromethyl)-4-(4-methyl-5,6,7,8-tetrahydronaphthalen-1-yl)-4H-1,2,4-triazol-3-ylthio)acetate (107 mg, 0.294 mmol) in THF/water (3/1, 1.2 mL) and the mixture stirred at room temperature for 18 h. The crude reaction mixture is concentrated, acidified with HCl (1N, 3 mL) and extracted with ethyl acetate (3×3 mL). The combined organic extracts are dried over sodium sulfate, filtered and concentrated t... Run in C1CCOC1.O (THF water). Reaction conditions: time 18 hour. Reactants: [OH-].[Li+] (Lithium hydroxide), FCC=1N(C(=NN1)SCC(=O)OCC)C1=CC=C(C=2CCCCC12)C (ethyl 2-(5-(fluoromethyl)-4-(4-methyl-5,6,7,8-tetrahydronaphthalen-1-yl)-4H-1,2,4-triazol-3-ylthio)acetate). Starting materials: CC(=O)OC(C)=O, O, O=S(=O)(O)O, Oc1ccc(Nc2ccn(-c3ccccc3)n2)cc1. The product is CC(=O)Oc1ccc(Nc2ccn(-c3ccccc3)n2)cc1. Reaction SMILES: [CH3:20][C:21](=[O:22])[O:23][C:24](=[O:25])[CH3:26].[OH2:32].[S:27](=[O:28])(=[O:29])([OH:30])[OH:31].[c:1]1(-[n:7]2[n:8][c:9]([NH:12][c:13]3[cH:14][cH:15][c:16]([OH:19])[cH:17][cH:18]3)[cH:10][cH:11]2)[cH:2][cH:3][cH:4][cH:5][cH:6]1>>[c:1]1(-[n:7]2[n:8][c:9]([NH:12][c:13]3[cH:14][cH:15][c:16]([O:19][C:21]([CH3:20])=[O:22])[cH:17][cH:18]3)[cH:10][cH:11]2)[cH:2][cH:3][cH:4][cH:5][cH:6]1. RXN SMILES: [CH3:19][C:20](=[O:21])[OH:22].[ClH:24].[Na+:18].[OH-:17].[OH2:23].[c:1]1([N:7]2[CH2:8][CH2:9][C:10]3([O:11][CH2:14][CH2:13][O:12]3)[CH2:15][CH2:16]2)[cH:2][cH:3][cH:4][cH:5][cH:6]1>>[c:1]1([N:7]2[CH2:8][CH2:9][C:10](=[O:11])[CH2:15][CH2:16]2)[cH:2][cH:3][cH:4][cH:5][cH:6]1. Reactants: CC(=O)O, Cl, [Na+], [OH-], O, c1ccc(N2CCC3(CC2)OCCO3)cc1. Yields the product O=C1CCN(c2ccccc2)CC1. Reactants: COc1cc(Br)ccc1Cl, Cc1ccccc1, I, C1CCOC1, O, O=P(Cl)(c1ccccc1)c1ccccc1. The product is COc1cc(P(=O)(c2ccccc2)c2ccccc2)ccc1Cl. Reaction SMILES: [Br:2][c:3]1[cH:4][cH:5][c:6]([Cl:11])[c:7]([O:9][CH3:10])[cH:8]1.[CH3:33][c:34]1[cH:35][cH:36][cH:37][cH:38][cH:39]1.[I:1].[O:28]1[CH2:29][CH2:30][CH2:31][CH2:32]1.[OH2:27].[c:12]1([P:18](=[O:19])([c:20]2[cH:21][cH:22][cH:23][cH:24][cH:25]2)[Cl:26])[cH:13][cH:14][cH:15][cH:16][cH:17]1>>[c:3]1([P:18]([c:12]2[cH:13][cH:14][cH:15][cH:16][cH:17]2)(=[O:19])[c:20]2[cH:21][cH:22][cH:23][cH:24][cH:25]2)[cH:4][cH:5][c:6]([Cl:11])[c:7]([O:9][CH3:10])[cH:8]1. The reactants are [Li]CCCC, CCCCCC, Cc1cnc2c(c1)CCCC2, C[Si](C)(C)N=C=S, Cl, O, c1ccccc1. Yields the product Cc1cnc2c(c1)CCCC2C#N. Reaction SMILES: [CH2:12]([Li:13])[CH2:14][CH2:15][CH3:16].[CH3:17][CH2:18][CH2:19][CH2:20][CH2:21][CH3:22].[CH3:1][c:2]1[cH:3][n:4][c:5]2[c:10]([cH:11]1)[CH2:9][CH2:8][CH2:7][CH2:6]2.[CH3:23][Si:24]([CH3:26])([N:27]=[C:28]=[S:25])[CH3:29].[ClH:30].[OH2:37].[cH:31]1[cH:32][cH:33][cH:34][cH:35][cH:36]1>>[CH3:1][c:2]1[cH:3][n:4][c:5]2[c:10]([cH:11]1)[CH2:9][CH2:8][CH2:7][CH:6]2[C:28]#[N:27].